This data is from the Open Reaction Database (ORD), a public repository of structured organic reaction records. The task is: describe an organic reaction: reactants, conditions, products, and yield Starting materials: COC1=C(C(=C(C(=C1)C)C=CC(=CC=CC(=CC(=O)Cl)C)C)C)C (9-(4-methoxy-2,3,6-trimethyl-phenyl)-3,7-dimethyl-nona-2,4,6,8-tetraen-1-oic acid chloride), CN (methyl-amine). Yields the product CNC(C=C(C=CC=C(C=CC1=C(C(=C(C=C1C)OC)C)C)C)C)=O (9-(4-methoxy-2,3,6-trimethyl-phenyl)-3,7-dimethyl-nona-2,4,6,8-tetraen-1-oic acid methyl amide). RXN SMILES: [CH3:1][O:2][C:3]1[CH:8]=[C:7]([CH3:9])[C:6]([CH:10]=[CH:11][C:12]([CH3:22])=[CH:13][CH:14]=[CH:15][C:16]([CH3:21])=[CH:17][C:18](Cl)=[O:19])=[C:5]([CH3:23])[C:4]=1[CH3:24].[CH3:25][NH2:26]>>[CH3:25][NH:26][C:18](=[O:19])[CH:17]=[C:16]([CH3:21])[CH:15]=[CH:14][CH:13]=[C:12]([CH3:22])[CH:11]=[CH:10][C:6]1[C:7]([CH3:9])=[CH:8][C:3]([O:2][CH3:1])=[C:4]([CH3:24])[C:5]=1[CH3:23]. Procedure: 9-(4-methoxy-2,3,6-trimethyl-phenyl)-3,7-dimethyl-nona-2,4,6,8-tetraen-1-oic acid chloride is reacted with methyl-amine to produce 9-(4-methoxy-2,3,6-trimethyl-phenyl)-3,7-dimethyl-nona-2,4,6,8-tetraen-1-oic acid methyl amide, m.p. 206° C.;